This data is from the Open Reaction Database (ORD), a public repository of structured organic reaction records. The task is: describe an organic reaction: reactants, conditions, products, and yield The reactants are C[Si](C)(C)C=[N+]=[N-], CCOCC, CNC(=O)c1c(-c2ccc(F)cc2)oc2ccc(-c3cccc(C(=O)O)c3)cc12. Product: CNC(=O)c1c(-c2ccc(F)cc2)oc2ccc(-c3cccc(C(=O)OC)c3)cc12. RXN SMILES: [CH3:1][Si:2]([CH:3]=[N+:4]=[N-:5])([CH3:6])[CH3:7].[CH3:37][CH2:38][O:39][CH2:40][CH3:41].[F:8][c:9]1[cH:10][cH:11][c:12](-[c:15]2[o:16][c:17]3[c:18]([c:19]2[C:20]([NH:21][CH3:22])=[O:23])[cH:24][c:25](-[c:28]2[cH:29][c:30]([C:31](=[O:32])[OH:33])[cH:34][cH:35][cH:36]2)[cH:26][cH:27]3)[cH:13][cH:14]1>>[CH3:1][O:33][C:31]([c:30]1[cH:29][c:28](-[c:25]2[cH:24][c:18]3[c:17]([o:16][c:15](-[c:12]4[cH:11][cH:10][c:9]([F:8])[cH:14][cH:13]4)[c:19]3[C:20]([NH:21][CH3:22])=[O:23])[cH:27][cH:26]2)[cH:36][cH:35][cH:34]1)=[O:32]. The product is Cl.FC1=CC=C(CNC2=NC3=C(N2C)C=CC(=C3)N(C3=NC(=NC=C3)NC=3C=C(C=CC3)S(=O)(=O)N)C)C=C1 (3-(4-{[2-(4-Fluoro-benzylamino)-1-methyl-1H-benzoimidazol-5-yl]-methyl-amino}-pyrimidin-2-ylamino)-benzenesulfonamide hydrochloride). Reaction SMILES: [Cl:1][C:2]1[N:7]=[C:6]([N:8]([CH3:28])[C:9]2[CH:27]=[CH:26][C:12]3[N:13]([CH3:25])[C:14]([NH:16][CH2:17][C:18]4[CH:23]=[CH:22][C:21]([F:24])=[CH:20][CH:19]=4)=[N:15][C:11]=3[CH:10]=2)[CH:5]=[CH:4][N:3]=1.[NH2:29][C:30]1[CH:31]=[C:32]([S:36]([NH2:39])(=[O:38])=[O:37])[CH:33]=[CH:34][CH:35]=1>>[ClH:1].[F:24][C:21]1[CH:22]=[CH:23][C:18]([CH2:17][NH:16][C:14]2[N:13]([CH3:25])[C:12]3[CH:26]=[CH:27][C:9]([N:8]([CH3:28])[C:6]4[CH:5]=[CH:4][N:3]=[C:2]([NH:29][C:30]5[CH:31]=[C:32]([S:36]([NH2:39])(=[O:37])=[O:38])[CH:33]=[CH:34][CH:35]=5)[N:7]=4)=[CH:10][C:11]=3[N:15]=2)=[CH:19][CH:20]=1 |f:2.3|. Procedure: The title compound was prepared following the procedure of example one with N5-(2-chloro-pyrimidin-4-yl)-N2-(4-fluoro-benzyl)-1,N5-dimethyl-1H-benzoimidazole-2,5-diamine (99 mg, 0.25 mmol) and 3-amino-benzenesulfonamide (43 mg, 0.25 mmol) as a white solid (104 mg, 73%). 1H NMR (300 MHz, d6-DMSO+NaHCO3) δ 10.08 (br s, 1H), 9.57 (br s, 1H), 8.46 (s, 1H), 7.87 (d, J=1.8 Hz, 1H), 7.73 (m, 1H), 7.55-7.58 (m, 3H), 7.40 (d, J=3.3 Hz, 2H), 7.35 (s, 1H), 7.30 (s, 2H), 7.16-7.23 (m, 3H), 5.74 (d, J=4.5 Hz... Reactants: ClC1=NC=CC(=N1)N(C1=CC2=C(N(C(=N2)NCC2=CC=C(C=C2)F)C)C=C1)C (N5-(2-chloro-pyrimidin-4-yl)-N2-(4-fluoro-benzyl)-1,N5-dimethyl-1H-benzoimidazole-2,5-diamine), NC=1C=C(C=CC1)S(=O)(=O)N (3-amino-benzenesulfonamide).